Dataset: the Open Reaction Database (ORD), a public repository of structured organic reaction records. Task: describe an organic reaction: reactants, conditions, products, and yield Starting materials: ClC=1C(=CC2=C(OCO2)C1)CN1C(=NC(=C1C(=O)OCC)S)CCC (ethyl 1-[(6-chloro-1,3-benzodioxol-5-yl) methyl]-4-mercapto-2-propyl-1H-imidazole-5-carboxylate), BrCCCCCC(=O)OCC (ethyl 6-bromo-hexanoate). Product: ClC=1C(=CC2=C(OCO2)C1)CN1C(=NC(=C1C(=O)OCC)SCCCCCC(=O)OCC)CCC (ethyl 1-[(6-chloro-1,3-benzodioxol-5-yl) methyl]-4-[(6-ethoxy-6-oxohexyl) thio]-2-propyl-1H-imidazole-5-carboxylate). As a reaction SMILES: [Cl:1][C:2]1[C:3]([CH2:11][N:12]2[C:16]([C:17]([O:19][CH2:20][CH3:21])=[O:18])=[C:15]([SH:22])[N:14]=[C:13]2[CH2:23][CH2:24][CH3:25])=[CH:4][C:5]2[O:9][CH2:8][O:7][C:6]=2[CH:10]=1.Br[CH2:27][CH2:28][CH2:29][CH2:30][CH2:31][C:32]([O:34][CH2:35][CH3:36])=[O:33]>>[Cl:1][C:2]1[C:3]([CH2:11][N:12]2[C:16]([C:17]([O:19][CH2:20][CH3:21])=[O:18])=[C:15]([S:22][CH2:27][CH2:28][CH2:29][CH2:30][CH2:31][C:32]([O:34][CH2:35][CH3:36])=[O:33])[N:14]=[C:13]2[CH2:23][CH2:24][CH3:25])=[CH:4][C:5]2[O:9][CH2:8][O:7][C:6]=2[CH:10]=1. Procedure details: The operation is carried out as in Stage 7 of Example 1 starting with the product obtained in Stage 6 of Example 1 and ethyl 6-bromo-hexanoate instead of ethyl 4-bromocyclohexaneacetate.